Dataset: the Open Reaction Database (ORD), a public repository of structured organic reaction records. Task: describe an organic reaction: reactants, conditions, products, and yield The reactants are N(=NC(=O)OCC)C(=O)OCC (diethyl azodicarboxylate), C1(=CC=CC=C1)P(C1=CC=CC=C1)C1=CC=CC=C1 (triphenylphosphine), C1(=CC=CC=C1)P(=O)(C1=CC=CC=C1)N=[N+]=[N-] (diphenylphosphoryl azide), C(C)C1=NC=2C(=NC(=CC2)C)N1C1=CC=C(C=C1)CCO (2-[4-(2-Ethyl-5-methyl-3H-imidazo[4,5-b]pyridin-3-yl)phenyl]ethanol). Run in C1CCOC1 (THF). Reaction conditions: time 4.5 hour. Yields the product C(C)C1=NC=2C(=NC(=CC2)C)N1C1=CC=C(C=C1)CCN=[N+]=[N-] (2-[4-(2-Ethyl-5-methyl-3H-imidazo[4,5-b]pyridin-3-yl)phenyl]ethyl azide). Yield: 29.7%. RXN SMILES: [CH2:1]([C:3]1[N:12]([C:13]2[CH:18]=[CH:17][C:16]([CH2:19][CH2:20]O)=[CH:15][CH:14]=2)[C:6]2=[N:7][C:8]([CH3:11])=[CH:9][CH:10]=[C:5]2[N:4]=1)[CH3:2].N(C(OCC)=O)=NC(OCC)=O.C1(P(C2C=CC=CC=2)C2C=CC=CC=2)C=CC=CC=1.C1(P([N:67]=[N+:68]=[N-:69])(C2C=CC=CC=2)=O)C=CC=CC=1>C1COCC1>[CH2:1]([C:3]1[N:12]([C:13]2[CH:18]=[CH:17][C:16]([CH2:19][CH2:20][N:67]=[N+:68]=[N-:69])=[CH:15][CH:14]=2)[C:6]2=[N:7][C:8]([CH3:11])=[CH:9][CH:10]=[C:5]2[N:4]=1)[CH3:2]. Procedure: A mixture of 2-[4-(2-ethyl-5-methyl-3H-imidazo[4,5-b]pyridin-3-yl)phenyl]ethanol (step 4, 217 mg, 0.77 mmol) in THF (20 mL) was added diethyl azodicarboxylate (DEAD) (0.3 mL, 1.5 mmol), triphenylphosphine (380 mg, 1.5 mmol) and diphenylphosphoryl azide (DPPA) (0.4 mL, 1.5 mmol). The mixture was stirred at room temperature for 4.5 h. After removal of solvent, the residue was purified by flash column chromatography on silica gel eluting with hexane/ethyl acetate (gradient elution from 1:1 to 1:2) ... The reactants are O=C([O-])[O-], CCN(CC)CCSc1ccc([N+](=O)[O-])cc1, CCO, [K+], [K+], O, O, O, Cl[Sn]Cl. Product: CCN(CC)CCSc1ccc(N)cc1. Reaction SMILES: [C:23](=[O:24])([O-:25])[O-:26].[CH2:1]([CH3:2])[N:3]([CH2:4][CH2:5][S:6][c:7]1[cH:8][cH:9][c:10]([N+:13]([O-:14])=[O:15])[cH:11][cH:12]1)[CH2:16][CH3:17].[CH3:29][CH2:30][OH:31].[K+:27].[K+:28].[OH2:18].[OH2:19].[OH2:32].[Sn:20]([Cl:21])[Cl:22]>>[CH2:1]([CH3:2])[N:3]([CH2:4][CH2:5][S:6][c:7]1[cH:8][cH:9][c:10]([NH2:13])[cH:11][cH:12]1)[CH2:16][CH3:17]. The reactants are O=C([O-])[O-], Clc1nc2cccnc2s1, [Cs+], [Cs+], CN(C)C=O, OCc1ccc(O)cc1. Yields the product OCc1ccc(Oc2nc3cccnc3s2)cc1. Reaction SMILES: [C:20](=[O:21])([O-:22])[O-:23].[Cl:1][c:2]1[s:3][c:4]2[n:5][cH:6][cH:7][cH:8][c:9]2[n:10]1.[Cs+:24].[Cs+:25].[O:26]=[CH:27][N:28]([CH3:29])[CH3:30].[OH:11][CH2:12][c:13]1[cH:14][cH:15][c:16]([OH:19])[cH:17][cH:18]1>>[c:2]1([O:19][c:16]2[cH:15][cH:14][c:13]([CH2:12][OH:11])[cH:18][cH:17]2)[s:3][c:4]2[n:5][cH:6][cH:7][cH:8][c:9]2[n:10]1.